Task: describe an organic reaction: reactants, conditions, products, and yield. Dataset: the Open Reaction Database (ORD), a public repository of structured organic reaction records Procedure details: To a solution of EXAMPLE 23C (10 g, 20 mmol in dry dichloromethane (150 mL) was added 1,8-diazabicyclo[5.4.0]undec-7-ene (1.22 g, 8 mmol). The mixture was heated under reflux for 6 hours. After cooling, the reaction mixture was diluted with dichloromethane, and then washed with 0.5 N aqueous HCl (300 mL) and brine. The organic layer was dried over anhydrous Na2SO4, filtered, and concentrated. The residue was purified by flash chromatography (1% methanol in CH2Cl2) to afford the title compound. L... Reaction SMILES: [Br:1][C:2]1[CH:3]=[C:4]([C:7]([N:9]([CH2:22][C:23]2[CH:28]=[CH:27][C:26]([O:29][CH3:30])=[CH:25][C:24]=2[O:31][CH3:32])[CH2:10][C:11]#[C:12][C:13]2[CH:18]=[CH:17][C:16]([N+:19]([O-:21])=[O:20])=[CH:15][CH:14]=2)=[O:8])[NH:5][CH:6]=1.N12CCCN=C1CCCCC2>ClCCl>[Br:1][C:2]1[CH:3]=[C:4]2[C:7](=[O:8])[N:9]([CH2:22][C:23]3[CH:28]=[CH:27][C:26]([O:29][CH3:30])=[CH:25][C:24]=3[O:31][CH3:32])[CH:10]=[C:11]([CH2:12][C:13]3[CH:18]=[CH:17][C:16]([N+:19]([O-:21])=[O:20])=[CH:15][CH:14]=3)[N:5]2[CH:6]=1. The solvent is ClCCl (dichloromethane), ClCCl (dichloromethane). Product: BrC=1C=C2N(C(=CN(C2=O)CC2=C(C=C(C=C2)OC)OC)CC2=CC=C(C=C2)[N+](=O)[O-])C1 (7-bromo-2-(2,4-dimethoxybenzyl)-4-(4-nitrobenzyl)pyrrolo[1,2-a]pyrazin-1(2H)-one). Reactants: BrC=1C=C(NC1)C(=O)N(CC#CC1=CC=C(C=C1)[N+](=O)[O-])CC1=C(C=C(C=C1)OC)OC (4-bromo-N-(2,4-dimethoxybenzyl) N-(3-(4-nitrophenyl)prop-2-ynyl)-1H-pyrrole-2-carboxamide), N12CCCCCC2=NCCC1 (1,8-diazabicyclo[5.4.0]undec-7-ene).